This data is from the Open Reaction Database (ORD), a public repository of structured organic reaction records. The task is: describe an organic reaction: reactants, conditions, products, and yield Procedure: In 15 ml of water were dissolved 14.7 g (0.1 mol) of isatin and 8 g (0.2 mol) of sodium hydroxide. Then, 16.4 g (0.1 mol of 2-acetylbenzoic acid was added thereto and the resulting mixture was heated at 90° C. under reflux. When the reaction became mild, the mixture was heated at 115° C. for an additional 1 hour. After allowing to cool to room temperature, it was poured into 300 g of water cooled with ice. The aqueous layer was washed with ether and acidified with 2M hydrochloric acid. The preci... The yield is 33.6%. Product: C(=O)(O)C1=C(C=CC=C1)C1=NC2=CC=CC=C2C(=C1)C(=O)O (2-(2-carboxyphenyl)-4-quinolinecarboxylic acid). The solvent is O (water), O (water). As a reaction SMILES: [NH:1]1[C:11]2[C:6](=[CH:7][CH:8]=[CH:9][CH:10]=2)[C:4](=O)[C:2]1=[O:3].[OH-:12].[Na+].[C:14]([C:17]1[CH:25]=[CH:24][CH:23]=[CH:22][C:18]=1[C:19]([OH:21])=[O:20])(=O)[CH3:15]>O>[C:19]([C:18]1[CH:22]=[CH:23][CH:24]=[CH:25][C:17]=1[C:14]1[CH:15]=[C:4]([C:2]([OH:12])=[O:3])[C:6]2[C:11](=[CH:10][CH:9]=[CH:8][CH:7]=2)[N:1]=1)([OH:21])=[O:20] |f:1.2|. Starting materials: N1C(=O)C(=O)C2=CC=CC=C12 (isatin), [OH-].[Na+] (sodium hydroxide), C(C)(=O)C1=C(C(=O)O)C=CC=C1 (2-acetylbenzoic acid). Reaction conditions: temperature 90 celsius. Starting materials: [N+](=O)([O-])C=1C=C(C2=C(C=CO2)C1)N1CCCCC1 (1-(5-Nitro-1-benzofuran-7-yl)piperidine), [N+](=O)([O-])C=1C=C(C2=C(C=CO2)C1)N1CCCCC1 (1-(5-Nitro-1-benzofuran-7-yl)piperidine). Reagents/catalysts: O=[Pt]=O (PtO2). Run in CCOC(=O)C (EtOAc). Run at time 36 hour. The product is N1(CCCCC1)C1=CC(=CC=2C=COC21)N (7-piperidin-1-yl-1-benzofuran-5-amine). Reaction SMILES: [N+:1]([C:4]1[CH:5]=[C:6]([N:13]2[CH2:18][CH2:17][CH2:16][CH2:15][CH2:14]2)[C:7]2[O:11][CH:10]=[CH:9][C:8]=2[CH:12]=1)([O-])=O>CCOC(C)=O.O=[Pt]=O>[N:13]1([C:6]2[C:7]3[O:11][CH:10]=[CH:9][C:8]=3[CH:12]=[C:4]([NH2:1])[CH:5]=2)[CH2:18][CH2:17][CH2:16][CH2:15][CH2:14]1. Reported procedure: 1-(5-Nitro-1-benzofuran-7-yl)piperidine (630 mg, 2.56 mmol; Intermediate 4) was dissolved in EtOAc (50 mL), PtO2 added and the mixture stirred under H2 for 36 h. Filtration through Celite and concentration of the filtrate furnished 7-piperidin-1-yl-1-benzofuran-5-amine. Yield: 540 mg (98%). 1H NMR (400 MHz, CDCl3) δ ppm 1.59-1.65 (m, 2H), 1.71-1.83 (m, 4H), 3.21-3.26 (m, 4H), 3.55 (br s, 2H), 6.19 (d, 1H), 6.45 (d, 1H), 6.56 (d, 1H), 7.51 (d, 1H); GC-MS (EI+) for C13H16N2O m/z 216 M+. Reactants: CCC(C)[C@@H]1[C@H](C=C[C@@]2(O1)C[C@@H]3C[C@H](O2)C/C=C(/[C@H]([C@H](/C=C/C=C/4\CO[C@H]5[C@@]4([C@@H](C=C([C@H]5O)C)C(=O)O3)O)C)O)\C)C (avermectin B1a aglycone), CCC(C)[C@@H]1[C@H](C=C[C@@]2(O1)C[C@@H]3C[C@H](O2)C/C=C(/[C@H]([C@H](/C=C/C=C/4\CO[C@H]5[C@@]4([C@@H](C=C([C@H]5O)C)C(=O)O3)O)C)O[C@H]6C[C@@H]([C@H]([C@@H](O6)C)O)OC)\C)C (avermectin B1a monosaccharide). Yields the product CCC(C)[C@@H]1[C@H]([C@H](C[C@@]2(O1)C[C@@H]3C[C@H](O2)C/C=C(/[C@H]([C@H](/C=C/C=C/4\CO[C@H]5[C@@]4([C@@H](C=C([C@H]5O)C)C(=O)O3)O)C)O)\C)O)C (avermectin B2a aglycone). As a reaction SMILES: [CH3:1][CH2:2][CH:3]([C@H:5]1[O:10][C@:9]2([O:15][C@@H:14]3[CH2:16][CH:17]=[C:18]([CH3:41])[C@@H:19]([OH:40])[C@@H:20]([CH3:39])[CH:21]=[CH:22][CH:23]=[C:24]4[CH2:25][O:26][C@@H:27]5[C@H:32]([OH:33])[C:31]([CH3:34])=[CH:30][C@@H:29]([C:35]([O:37][C@@H:12]([CH2:13]3)[CH2:11]2)=[O:36])[C@:28]45[OH:38])[CH:8]=[CH:7][C@@H:6]1[CH3:42])[CH3:4].CCC([C@H]1[O:52][C@]2(O[C@@H]3CC=C(C)[C@@H](O[C@@H]4O[C@@H](C)[C@H](O)[C@@H](OC)C4)[C@@H](C)C=CC=C4CO[C@@H]5[C@H](O)C(C)=C[C@@H](C(O[C@@H](C3)C2)=O)[C@]45O)C=C[C@@H]1C)C>>[CH3:1][CH2:2][CH:3]([C@H:5]1[O:10][C@:9]2([O:15][C@@H:14]3[CH2:16][CH:17]=[C:18]([CH3:41])[C@@H:19]([OH:40])[C@@H:20]([CH3:39])[CH:21]=[CH:22][CH:23]=[C:24]4[CH2:25][O:26][C@@H:27]5[C@H:32]([OH:33])[C:31]([CH3:34])=[CH:30][C@@H:29]([C:35]([O:37][C@@H:12]([CH2:13]3)[CH2:11]2)=[O:36])[C@:28]45[OH:38])[CH2:8][C@H:7]([OH:52])[C@@H:6]1[CH3:42])[CH3:4]. Reported procedure: 13β-14a-hydroxy, avermectin B1a aglycone→13β-14a-hydroxy, avermectin B1a monosaccharide Starting materials: 2-(2-hydroxyphenyl)-(4S)-benzyloxazolidine, 2-(2-hydroxyphenyl)-(4S)-isopropyloxazolidine, C(C1=CC=CC=C1)C1OCCN1 (benzyloxazolidine), O=[Re](Cl)(Cl)Cl.C1(=CC=CC=C1)P(C1=CC=CC=C1)C1=CC=CC=C1.C1(=CC=CC=C1)P(C1=CC=CC=C1)C1=CC=CC=C1 (bis(triphenylphosphine) oxorhenium(V) trichloride). Run in C1=CC=CC=C1 (benzene). Product: O(C1=CC=CC=C1)C1OCCN1.[Re+5] (Rhenium (V) Phenoxy-Oxazolidine). RXN SMILES: [O:1]=[Re:2](Cl)(Cl)Cl.C1(P([C:19]2[CH:24]=[CH:23][CH:22]=[CH:21][CH:20]=2)C2C=CC=CC=2)C=CC=CC=1.C1(P(C2C=CC=CC=2)C2C=CC=CC=2)C=CC=CC=1.C([CH:51]1[NH:55][CH2:54][CH2:53][O:52]1)C1C=CC=CC=1>C1C=CC=CC=1>[O:1]([CH:51]1[NH:55][CH2:54][CH2:53][O:52]1)[C:19]1[CH:20]=[CH:21][CH:22]=[CH:23][CH:24]=1.[Re+5:2] |f:0.1.2,5.6|. Procedure details: To a clear solution of the 2-(2-hydroxyphenyl)-(4S)-isopropyloxazolidine (3.7 g, 18.0 mmol) in benzene (150 mL), at reflux, was added bis(triphenylphosphine) oxorhenium(V) trichloride (1.5 g, 1.80 mmol). The resulting green solution was refluxed for 2 h, cooled to room temperature and concentrated to approximately 50 mL. The green precipitate was collected and washed with diethyl ether (3×50 mL), to afford the chiral rhenium complex (1.10 g, 83%) as a green solid. 1H-NMR (CD2Cl2): δ 7.60−7.37 (m...